Dataset: the Open Reaction Database (ORD), a public repository of structured organic reaction records. Task: describe an organic reaction: reactants, conditions, products, and yield Reactants: COc1cccc(C(OCC2OC(n3cc(C)c(=O)[nH]c3=O)CC2COC(C)=O)(c2ccccc2)c2ccccc2)c1OC, CO, N. The product is COc1cccc(C(OCC2OC(n3cc(C)c(=O)[nH]c3=O)CC2C)(c2ccccc2)c2ccccc2)c1OC. RXN SMILES: [CH3:1][O:2][c:3]1[c:4]([O:43][CH3:44])[c:5]([C:9]([O:10][CH2:11][CH:12]2[CH:13]([CH2:26][O:27][C:28](=[O:29])[CH3:30])[CH2:14][CH:15]([n:17]3[c:18](=[O:19])[nH:20][c:21](=[O:22])[c:23]([CH3:24])[cH:25]3)[O:16]2)([c:31]2[cH:32][cH:33][cH:34][cH:35][cH:36]2)[c:37]2[cH:38][cH:39][cH:40][cH:41][cH:42]2)[cH:6][cH:7][cH:8]1.[CH3:46][OH:47].[NH3:45]>>[CH3:1][O:2][c:3]1[c:4]([O:43][CH3:44])[c:5]([C:9]([O:10][CH2:11][CH:12]2[CH:13]([CH3:26])[CH2:14][CH:15]([n:17]3[c:18](=[O:19])[nH:20][c:21](=[O:22])[c:23]([CH3:24])[cH:25]3)[O:16]2)([c:31]2[cH:32][cH:33][cH:34][cH:35][cH:36]2)[c:37]2[cH:38][cH:39][cH:40][cH:41][cH:42]2)[cH:6][cH:7][cH:8]1.